From a dataset of the Open Reaction Database (ORD), a public repository of structured organic reaction records. describe an organic reaction: reactants, conditions, products, and yield Starting materials: O=C1C2=C(OC3=NC=CC=C31)C=CC(=C2)C(C(=O)O)C (2-(5-oxo-5H-[1]benzopyrano[2,3-b]pyridin-7-yl)propionic acid), Cl (hydrochloric acid), [BH4-].[Na+] (sodium borohydride), C1(=CC=CC=C1)C (toluene). Run in [OH-].[Na+] (sodium hydroxide), O (water). Product: N1=C2C(=CC=C1)CC1=C(O2)C=CC(=C1)C(C(=O)O)C (2-(5H-[1]benzopyrano[2,3-b]pyridin-7-yl)propionic acid). Isolated yield 55.5%. Reaction SMILES: O=[C:2]1[C:11]2[C:6](=[N:7][CH:8]=[CH:9][CH:10]=2)[O:5][C:4]2[CH:12]=[CH:13][C:14]([CH:16]([CH3:20])[C:17]([OH:19])=[O:18])=[CH:15][C:3]1=2.[BH4-].[Na+].C1(C)C=CC=CC=1.Cl>[OH-].[Na+].O>[N:7]1[CH:8]=[CH:9][CH:10]=[C:11]2[CH2:2][C:3]3[CH:15]=[C:14]([CH:16]([CH3:20])[C:17]([OH:19])=[O:18])[CH:13]=[CH:12][C:4]=3[O:5][C:6]=12 |f:1.2,5.6|. Procedure details: 4.75 g of 2-(5-oxo-5H-[1]benzopyrano[2,3-b]pyridin-7-yl)propionic acid is dissolved in a solution of 0.88 g of sodium hydroxide in 25 ml of water. To the solution are added 5 g of sodium borohydride and a small amount of toluene, and the mixture is heated under reflux for 3 hours. The reaction mixture is adjusted to pH 3 by adding concentrated hydrochloric acid under ice cooling. The resulting crystalline precipitate is filtered off, washed with water, and recrystallized from aqueous dioxane to ... Reactants: [H-].[Na+] (sodium hydride), N1C(CSCC1)=O (thiomorpholin-3-one), BrC1=NC=C(C=C1)CCCBr (2-bromo-5-(3-bromopropyl)pyridine). The solvent is CN(C)C=O (DMF). Run at time 15 minute. Product: BrC1=CC=C(C=N1)CCCN1C(CSCC1)=O (4-(3-(6-Bromopyridin-3-yl)propyl)thiomorpholin-3-one). As a reaction SMILES: [H-].[Na+].[NH:3]1[CH2:8][CH2:7][S:6][CH2:5][C:4]1=[O:9].[Br:10][C:11]1[CH:16]=[CH:15][C:14]([CH2:17][CH2:18][CH2:19]Br)=[CH:13][N:12]=1>CN(C=O)C>[Br:10][C:11]1[N:12]=[CH:13][C:14]([CH2:17][CH2:18][CH2:19][N:3]2[CH2:8][CH2:7][S:6][CH2:5][C:4]2=[O:9])=[CH:15][CH:16]=1 |f:0.1|. Procedure: 60.2 mg (1.38 mmol) of sodium hydride (55% suspension in mineral oil) were added to 161.7 mg (1.38 mmol) of thiomorpholin-3-one in 5 ml of DMF, and the mixture was stirred at room temperature for 15 min. Subsequently, 350 mg (1.25 mmol) of 2-bromo-5-(3-bromopropyl)pyridine were added. The reaction mixture was stirred for 3.5 h, concentrated, admixed with water and extracted with ethyl acetate. The organic phase was separated and concentrated. Yield: 421 mg. Starting materials: ClC1=CC(=C(C#N)C=C1)C1=CC(NC=C1Cl)=O (4-chloro-2-(5-chloro-2-oxo-1,2-dihydropyridin-4-yl)benzonitrile), BrC(C(=O)O)C (2-bromopropanoic acid). Conditions: time 2.5 hour. The product is ClC=1C(=CC(N(C1)C(C(=O)O)C)=O)C1=C(C=CC(=C1)Cl)C#N (2-[5-Chloro-4-(5-chloro-2-cyanophenyl)-2-oxopyridin-1(2H)-yl]propanoic acid), Cl (hydrochloric acid). RXN SMILES: [Cl:1][C:2]1[CH:9]=[CH:8][C:5]([C:6]#[N:7])=[C:4]([C:10]2[C:15]([Cl:16])=[CH:14][NH:13][C:12](=[O:17])[CH:11]=2)[CH:3]=1.Br[CH:19]([CH3:23])[C:20]([OH:22])=[O:21]>>[Cl:16][C:15]1[C:10]([C:4]2[CH:3]=[C:2]([Cl:1])[CH:9]=[CH:8][C:5]=2[C:6]#[N:7])=[CH:11][C:12](=[O:17])[N:13]([CH:19]([CH3:23])[C:20]([OH:22])=[O:21])[CH:14]=1.[ClH:1]. Reported procedure: 910 mg (purity 57%, 1.96 mmol) of 4-chloro-2-(5-chloro-2-oxo-1,2-dihydropyridin-4-yl)benzonitrile and 1.5 eq. of 2-bromopropanoic acid (racemate) were reacted according to General Method 4A, initially at RT for 2.5 h and then at 45° C. overnight. The desired product was obtained by precipitation with hydrochloric acid. Yield: 1.06 g (purity 78%, quant.) Starting materials: C(CCCCCCC\C=C/C\C=C/CCCCC)(=O)O (Linoleic acid), C(CCCCCCCCCCCCC)(=O)OC(C)C (isopropyl myristate), C(CCCCCCCCCCCCCCC)O (cetyl alcohol), CC1(C2CCC(O1)(CC2)C)C (cineol). The product is C1(CC(C(CC1)C(C)C)O)C (menthol), CC1(C2CCC(O1)(CC2)C)C (eucalyptol), C12(C(=O)CC(CC1)C2(C)C)C (camphor). Reaction SMILES: C(O)(=[O:19])CCCCCCC/C=C\C/C=C\CCCCC.C(OC(C)C)(=[O:35])CCCCCCCCCCCCC.C(O)CCCCCCCCCCCCCCC.[CH3:57][C:58]1([CH3:67])[O:63][C:62]2([CH3:66])[CH2:64][CH2:65][CH:59]1[CH2:60][CH2:61]2>>[CH:62]1([CH3:66])[CH2:64][CH2:65][CH:59]([CH:58]([CH3:67])[CH3:57])[CH:60]([OH:19])[CH2:61]1.[CH3:57][C:58]1([CH3:67])[O:63][C:62]2([CH3:66])[CH2:64][CH2:65][CH:59]1[CH2:60][CH2:61]2.[C:62]12([CH3:66])[C:58]([CH3:67])([CH3:57])[CH:59]([CH2:65][CH2:64]1)[CH2:60][C:61]2=[O:35]. Procedure: Linoleic acid (5 parts) and isopropyl myristate (2 parts) are added to cetyl alcohol (70 parts) molten at 50° C. A solution obtained by successively dissolving menthol (0.25 part), eucalyptol (0.5 part) and camphor (0.25 part) in cineol (3 parts), at a temperature of the order of 20° C., is added to the resulting solution. This gives a phase φ1. The reactants are O=C(O)CNC1CC1, O=C(Cl)OCc1ccccc1, Cl. The product is O=C(O)CN(C(=O)OCc1ccccc1)C1CC1. RXN SMILES: [CH:2]1([NH:5][CH2:6][C:7](=[O:8])[OH:9])[CH2:3][CH2:4]1.[Cl:10][C:11](=[O:12])[O:13][CH2:14][c:15]1[cH:16][cH:17][cH:18][cH:19][cH:20]1.[ClH:1]>>[CH:2]1([N:5]([CH2:6][C:7](=[O:8])[OH:9])[C:11](=[O:12])[O:13][CH2:14][c:15]2[cH:16][cH:17][cH:18][cH:19][cH:20]2)[CH2:3][CH2:4]1. The reactants are [F-].C(CCC)[N+](CCCC)(CCCC)CCCC (tetrabutylammonium fluoride), C(C(C)C)OC1=CC(C(C1)CC1=CC(=CC=C1)CCO[Si](C(C)C)(C(C)C)C(C)C)=O (3-Isobutoxy-5-(3-(2-((triisopropylsilyl)oxy)ethyl)benzyl)cyclopent-2-enone). Solvent: O1CCCC1 (tetrahydrofuran). Reaction conditions: temperature 0 celsius, time 3 hour. Product: OCCC=1C=C(CC2CC(=CC2=O)OCC(C)C)C=CC1 (5-(3-(2-Hydroxyethyl)benzyl)-3-isobutoxycyclopent-2-enone). Yield: 82.0%. RXN SMILES: [F-].C([N+](CCCC)(CCCC)CCCC)CCC.[CH2:19]([O:23][C:24]1[CH2:28][CH:27]([CH2:29][C:30]2[CH:35]=[CH:34][CH:33]=[C:32]([CH2:36][CH2:37][O:38][Si](C(C)C)(C(C)C)C(C)C)[CH:31]=2)[C:26](=[O:49])[CH:25]=1)[CH:20]([CH3:22])[CH3:21]>O1CCCC1>[OH:38][CH2:37][CH2:36][C:32]1[CH:31]=[C:30]([CH:35]=[CH:34][CH:33]=1)[CH2:29][CH:27]1[C:26](=[O:49])[CH:25]=[C:24]([O:23][CH2:19][CH:20]([CH3:22])[CH3:21])[CH2:28]1 |f:0.1|. Procedure: A solution of tetrabutylammonium fluoride (1 M in tetrahydrofuran, 0.47 mL, 0.47 mmol) was added dropwise to an ice-water bath cooled solution of 20 (0.071 g, 0.16 mmol) in anhydrous tetrahydrofuran (1 mL). The reaction mixture was stirred at 0° C. for 3 h and then quenched with a saturated solution of ammonium chloride. The two phases were separated and the aqueous layer was extracted with diethyl ether. The combined organic layers were washed with brine, dried over magnesium sulfate, filtered ... Starting materials: CC#N, CC1=C(c2ccncc2)SC(OC(=O)c2cccc(Cl)c2)C(=O)N1, Oc1ccccc1. Product: CC1=C(c2ccncc2)SC(c2ccc(O)cc2)C(=O)N1. Reaction SMILES: [CH3:32][C:33]#[N:34].[Cl:1][c:2]1[cH:3][c:4]([C:22]([O:23][CH:8]2[S:9][C:10]([c:16]3[cH:17][cH:18][n:19][cH:20][cH:21]3)=[C:11]([CH3:15])[NH:12][C:13]2=[O:14])=[O:24])[cH:5][cH:6][cH:7]1.[OH:25][c:26]1[cH:27][cH:28][cH:29][cH:30][cH:31]1>>[CH:8]1([c:29]2[cH:28][cH:27][c:26]([OH:25])[cH:31][cH:30]2)[S:9][C:10]([c:16]2[cH:17][cH:18][n:19][cH:20][cH:21]2)=[C:11]([CH3:15])[NH:12][C:13]1=[O:14]. Reactants: ClC1=C2NC=NC2=NC(=N1)F (6-chloro-2-fluoropurine), CCN(C(C)C)C(C)C (DIEA), ClC=1C=C(CN)C=CC1 (3-chloro-benzylamine). Solvent: CCCCO (n-BuOH). Reaction conditions: temperature 100 celsius. The product is ClC=1C=C(CNC2=C3N=CNC3=NC(=N2)F)C=CC1 ((3-Chlorobenzyl)-(2-fluoro-9H-purin-6-yl)amine). RXN SMILES: Cl[C:2]1[N:10]=[C:9]([F:11])[N:8]=[C:7]2[C:3]=1[NH:4][CH:5]=[N:6]2.CCN(C(C)C)C(C)C.[Cl:21][C:22]1[CH:23]=[C:24]([CH:27]=[CH:28][CH:29]=1)[CH2:25][NH2:26]>CCCCO>[Cl:21][C:22]1[CH:23]=[C:24]([CH:27]=[CH:28][CH:29]=1)[CH2:25][NH:26][C:2]1[N:10]=[C:9]([F:11])[N:8]=[C:7]2[C:3]=1[N:4]=[CH:5][NH:6]2. Procedure details: To a stirred solution of 6-chloro-2-fluoropurine (1 g, 1 eq, 5.9 mmol) in n-BuOH (50 ml) under an argon atmosphere, was added DIEA (2.6 ml, 2.5 eq, 14.75 mmol) followed by 3-chloro-benzylamine (1.25 g 1.5 eq, 8.85 mmol). The reaction mixture was heated at 100° C. for 3 hours after which the reaction was complete. The solvent was evaporated in vacuo and the residue purified by gradient column chromatography on silica gel, eluted with DCM:ether:MeOH (55:45:0→55:43:2), to afford the title compound ... The reactants are C(C)S(=O)(=O)C=1C=C(N)C=CC1 (3-ethylsulfonylaniline), C(C)(C)S(=O)(=O)C=1C=CC=CC1 (3-(isopropylsulfonyl)-benzene). The product is C(C)(C)S(=O)(=O)C=1C=C(N)C=CC1 (3-Isopropylsulfonylaniline). RXN SMILES: [CH2:1]([S:3]([C:6]1[CH:7]=[C:8]([CH:10]=[CH:11][CH:12]=1)[NH2:9])(=[O:5])=[O:4])[CH3:2].[CH:13](S(C1C=CC=CC=1)(=O)=O)(C)C>>[CH:1]([S:3]([C:6]1[CH:7]=[C:8]([CH:10]=[CH:11][CH:12]=1)[NH2:9])(=[O:5])=[O:4])([CH3:13])[CH3:2]. Procedure details: 3-Isopropylsulfonylaniline was synthesized in analogy to 3-ethylsulfonylaniline starting with 3-(isopropylsulfonyl)-benzene.